From a dataset of the Open Reaction Database (ORD), a public repository of structured organic reaction records. describe an organic reaction: reactants, conditions, products, and yield Reactants: C(C1=CC=CC=C1)OC1=C(C=O)C=CC(=C1)C(CCCCCC)(C)C (2-benzyloxy-4-(1,1-dimethylheptyl)benzaldehyde), 1-triphenylphosphoranylidene-2-propane. Solvent: ClCCl (dichloromethane). Run at time 24 hour. Yields the product C(C1=CC=CC=C1)OC1=C(C=CC(=C1)C(CCCCCC)(C)C)/C=C/C(C)=O (trans-4-[2-Benzyloxy-4-(1,1-dimethylheptyl)phenyl]-3-buten-2-one). The yield is 147.6%. As a reaction SMILES: [CH2:1]([O:8][C:9]1[CH:16]=[C:15]([C:17]([CH3:25])([CH3:24])[CH2:18][CH2:19][CH2:20][CH2:21][CH2:22][CH3:23])[CH:14]=[CH:13][C:10]=1[CH:11]=O)[C:2]1[CH:7]=[CH:6][CH:5]=[CH:4][CH:3]=1>ClCCl>[CH2:1]([O:8][C:9]1[CH:16]=[C:15]([C:17]([CH3:25])([CH3:24])[CH2:18][CH2:19][CH2:20][CH2:21][CH2:22][CH3:23])[CH:14]=[CH:13][C:10]=1/[CH:11]=[CH:10]/[C:9](=[O:8])[CH3:16])[C:2]1[CH:7]=[CH:6][CH:5]=[CH:4][CH:3]=1. Procedure details: A solution of 2-benzyloxy-4-(1,1-dimethylheptyl)benzaldehyde (65.2 g, 0.193 mole) and of 1-triphenylphosphoranylidene-2-propane (62.0 g, 0.195 mole) in dichloromethane (195 ml) was heated at reflux for 20 hours. Another portion of 15.5 g ylid (15.5 g, 0.047 mole) was added and heating at reflux continued for 24 hours. The reaction mixture was cooled, evaporated and diluted with ether. The resulting precipitate of triphenylphosphine oxide was removed by filtration. The crude oil was purified via ...